This data is from the Open Reaction Database (ORD), a public repository of structured organic reaction records. The task is: describe an organic reaction: reactants, conditions, products, and yield Starting materials: C1CCOC1, CO, Cl, [Na+], [OH-], COC(=O)c1ccc2cc3n(c2c1)CC=Cc1ccccc1-3. The product is O=C(O)c1ccc2cc3n(c2c1)CC=Cc1ccccc1-3. As a reaction SMILES: [CH2:26]1[O:27][CH2:28][CH2:29][CH2:30]1.[CH3:31][OH:32].[ClH:25].[Na+:24].[OH-:23].[cH:1]1[cH:2][cH:3][cH:4][c:5]2[c:11]1-[c:10]1[n:9]([c:18]3[c:13]([cH:12]1)[cH:14][cH:15][c:16]([C:19](=[O:20])[O:21][CH3:22])[cH:17]3)[CH2:8][CH:7]=[CH:6]2>>[cH:1]1[cH:2][cH:3][cH:4][c:5]2[c:11]1-[c:10]1[n:9]([c:18]3[c:13]([cH:12]1)[cH:14][cH:15][c:16]([C:19](=[O:20])[OH:21])[cH:17]3)[CH2:8][CH:7]=[CH:6]2.